The task is: describe an organic reaction: reactants, conditions, products, and yield. This data is from the Open Reaction Database (ORD), a public repository of structured organic reaction records. The reactants are Cc1ccccc1, CCCOCc1ccc(C(=O)O)c(F)c1, O=S(Cl)Cl, c1ccncc1. The product is CCCOCc1ccc(C(=O)Cl)c(F)c1. RXN SMILES: [CH3:26][c:27]1[cH:28][cH:29][cH:30][cH:31][cH:32]1.[F:1][c:2]1[c:3]([C:4](=[O:5])[OH:6])[cH:7][cH:8][c:9]([CH2:11][O:12][CH2:13][CH2:14][CH3:15])[cH:10]1.[S:16]([Cl:17])([Cl:18])=[O:19].[cH:20]1[cH:21][cH:22][n:23][cH:24][cH:25]1>>[F:1][c:2]1[c:3]([C:4](=[O:5])[Cl:18])[cH:7][cH:8][c:9]([CH2:11][O:12][CH2:13][CH2:14][CH3:15])[cH:10]1. Reactants: C1CCNCC1, O=C1Nc2ccccc2C1=C1OCc2cc(NCCCl)ccc21, O. Yields the product O=C1Nc2ccccc2C1=C1OCc2cc(NCCN3CCCCC3)ccc21. As a reaction SMILES: [CH2:24]1[CH2:25][CH2:26][NH:27][CH2:28][CH2:29]1.[Cl:1][CH2:2][CH2:3][NH:4][c:5]1[cH:6][c:7]2[c:11]([cH:12][cH:13]1)[C:10](=[C:14]1[C:15](=[O:23])[NH:16][c:17]3[cH:18][cH:19][cH:20][cH:21][c:22]31)[O:9][CH2:8]2.[OH2:30]>>[CH2:2]([CH2:3][NH:4][c:5]1[cH:6][c:7]2[c:11]([cH:12][cH:13]1)[C:10](=[C:14]1[C:15](=[O:23])[NH:16][c:17]3[cH:18][cH:19][cH:20][cH:21][c:22]31)[O:9][CH2:8]2)[N:27]1[CH2:26][CH2:25][CH2:24][CH2:29][CH2:28]1.